From a dataset of the Open Reaction Database (ORD), a public repository of structured organic reaction records. describe an organic reaction: reactants, conditions, products, and yield Run in C1CCOC1 (THF). Reactants: BrC1=CC=NC2=CC=C(C=C12)C(=O)C1=CC=C(C=C1)Cl ((4-bromoquinolin-6-yl)(4-chlorophenyl)methanone), ClC1=CC=C(C=C1)[Mg]Br ((4-chlorophenyl)magnesium bromide). Procedure: To a solution of (4-bromoquinolin-6-yl)(4-chlorophenyl)methanone (0.25 g, 0.72 mmol) in THF (5 mL) was slowly added (4-chlorophenyl)magnesium bromide (1.08 mL, 1 M in THF) at 0° C. under the argon. The resulting solution was kept at 0° C. for 3 hr. The reaction was quenched with saturated NH4Cl at 0° C. and the aqueous mixture was extracted with EtOAc 2 times. The combined organics were concentrated and purified by silica column chromatography (20-30% EtOAc/hexanes) to yield (4-bromoquinolin-6-y... RXN SMILES: [Br:1][C:2]1[C:11]2[C:6](=[CH:7][CH:8]=[C:9]([C:12]([C:14]3[CH:19]=[CH:18][C:17]([Cl:20])=[CH:16][CH:15]=3)=[O:13])[CH:10]=2)[N:5]=[CH:4][CH:3]=1.[Cl:21][C:22]1[CH:27]=[CH:26][C:25]([Mg]Br)=[CH:24][CH:23]=1>C1COCC1>[Br:1][C:2]1[C:11]2[C:6](=[CH:7][CH:8]=[C:9]([C:12]([C:25]3[CH:26]=[CH:27][C:22]([Cl:21])=[CH:23][CH:24]=3)([C:14]3[CH:19]=[CH:18][C:17]([Cl:20])=[CH:16][CH:15]=3)[OH:13])[CH:10]=2)[N:5]=[CH:4][CH:3]=1. The product is BrC1=CC=NC2=CC=C(C=C12)C(O)(C1=CC=C(C=C1)Cl)C1=CC=C(C=C1)Cl ((4-bromoquinolin-6-yl)bis(4-chlorophenyl)methanol). Reaction conditions: time 3 hour. Reactants: CN(C)c1ccccn1, COc1nn(Cc2ccccc2)c(N)c1-c1ccc2c(c1)OCO2, O=S(=O)(Cl)C=Cc1ccccc1, c1ccncc1. The product is COc1nn(Cc2ccccc2)c(NS(=O)(=O)C=Cc2ccccc2)c1-c1ccc2c(c1)OCO2. RXN SMILES: [CH3:13][N:14]([c:15]1[cH:16][cH:17][cH:18][cH:19][n:20]1)[CH3:21].[O:22]1[CH2:23][O:24][c:25]2[c:26]1[cH:27][cH:28][c:29](-[c:31]1[c:32]([O:44][CH3:45])[n:33][n:34]([CH2:37][c:38]3[cH:39][cH:40][cH:41][cH:42][cH:43]3)[c:35]1[NH2:36])[cH:30]2.[c:1]1([CH:7]=[CH:8][S:9](=[O:10])(=[O:11])[Cl:12])[cH:2][cH:3][cH:4][cH:5][cH:6]1.[cH:46]1[cH:47][cH:48][n:49][cH:50][cH:51]1>>[c:1]1([CH:7]=[CH:8][S:9](=[O:10])(=[O:11])[NH:36][c:35]2[c:31](-[c:29]3[cH:28][cH:27][c:26]4[c:25]([cH:30]3)[O:24][CH2:23][O:22]4)[c:32]([O:44][CH3:45])[n:33][n:34]2[CH2:37][c:38]2[cH:39][cH:40][cH:41][cH:42][cH:43]2)[cH:2][cH:3][cH:4][cH:5][cH:6]1. Starting materials: C(Br)(Br)(Br)Br (CBr4), C(C=C)[Si](CCCC1=CC=C(CO)C=C1)(CC=C)CC=C (4-{3-(triallylsilyl)propyl}benzyl alcohol), C1(=CC=CC=C1)P(C1=CC=CC=C1)C1=CC=CC=C1 (triphenylphosphine). Solvent: C(Cl)Cl (methylene chloride). Run at time 1 hour. Product: C(C=C)[Si](CCCC1=CC=C(CBr)C=C1)(CC=C)CC=C (4-{3-(triallylsilyl)propyl}benzyl bromide). Isolated yield 77.0%. As a reaction SMILES: [C:1]([Br:5])(Br)(Br)Br.[CH2:6]([Si:9]([CH2:24][CH:25]=[CH2:26])([CH2:21][CH:22]=[CH2:23])[CH2:10][CH2:11][CH2:12][C:13]1[CH:20]=[CH:19][C:16](CO)=[CH:15][CH:14]=1)[CH:7]=[CH2:8].C1(P(C2C=CC=CC=2)C2C=CC=CC=2)C=CC=CC=1>C(Cl)Cl>[CH2:24]([Si:9]([CH2:6][CH:7]=[CH2:8])([CH2:21][CH:22]=[CH2:23])[CH2:10][CH2:11][CH2:12][C:13]1[CH:14]=[CH:15][C:16]([CH2:1][Br:5])=[CH:19][CH:20]=1)[CH:25]=[CH2:26]. Procedure details: 5 ml of methylene chloride and CBr4 (4.97 g, 15.0 mmol) were slowly added to 4-{3-(triallylsilyl)propyl}benzyl alcohol (5) (3.0 g, 10.0 mmol) and triphenylphosphine (PPh3) (3.93 g, 15.0 mmol) under a nitrogen atmosphere, and the mixture was stirred for 1 hour. Cooled distilled water was added to the reaction mixture. The aqueous layer was extracted with methylene chloride, and the combined organic layer was dried over anhydrous sodium sulfate, filtered, and concentrated under a reduced pressure ... Starting materials: polyethylene glycol terephtalate polybutylene terephthalate, C(C1=CC=C(C(=O)OC)C=C1)(=O)OC (dimethyl terephthalate), C(CCC)(O)O (butanediol), polyethylene glycol. Reaction conditions: temperature 180 celsius. Yields the product C(C1=CC=C(C(=O)O)C=C1)(=O)O.C(CCC)(O)O (butanediol terephthalate), C(C[*:2])[*:1].C(C1=CC=C(C(=O)O)C=C1)(=O)O.C(CCC[*:2])[*:1] (polyethylene polybutylene terephthalate). As a reaction SMILES: [C:1]([O:13]C)(=[O:12])[C:2]1[CH:11]=[CH:10][C:5]([C:6]([O:8]C)=[O:7])=[CH:4][CH:3]=1.[CH:15]([OH:20])([OH:19])[CH2:16][CH2:17][CH3:18]>>[C:1]([OH:13])(=[O:12])[C:2]1[CH:11]=[CH:10][C:5]([C:6]([OH:8])=[O:7])=[CH:4][CH:3]=1.[CH:15]([OH:20])([OH:19])[CH2:16][CH2:17][CH3:18] |f:2.3|. Procedure details: A polyethylene glycol terephtalate/polybutylene terephthalate copolymer may be synthesized from a mixture of dimethyl terephthalate, butanediol (in excess), polyethylene glycol, an antioxidant and a catalyst. The mixture is placed in a reaction vessel and heated to about 180° C., and methanol is distilled as transesterification proceeds. During the transesterification, the ester bond with methyl is replaced with an ester bond with butylene and/or the polyethylene glycol. After transesterificatio... The reactants are C(C)(=O)[O-].[K+] (potassium acetate), COC=1C=C(C=CC1)SC(CC=O)C (3-(3-methoxyphenylthio)butanal), Cl (hydrochloric acid), C(CC(=O)C)(=O)OC (methyl acetoacetate), Cl (hydrochloric acid), [OH-].[Na+] (sodium hydroxide). Reagents/catalysts: [Br-].C(CCC)[N+](CCCC)(CCCC)CCCC (tetrabutylammonium bromide). The solvent is C1(=CC=CC=C1)C (toluene), O (water). Conditions: time 3 hour. The product is OC(CC(C)=O)CC(C)SC1=CC(=CC=C1)OC (4-hydroxy-6-(3-methoxyphenylthio)-2-heptanone). Yield: 89.6%. As a reaction SMILES: C(OC)(=O)[CH2:2][C:3]([CH3:5])=[O:4].[OH-].[Na+].Cl.C([O-])(=O)C.[K+].[CH3:17][O:18][C:19]1[CH:20]=[C:21]([S:25][CH:26]([CH3:30])[CH2:27][CH:28]=[O:29])[CH:22]=[CH:23][CH:24]=1>O.[Br-].C([N+](CCCC)(CCCC)CCCC)CCC.C1(C)C=CC=CC=1>[OH:29][CH:28]([CH2:27][CH:26]([S:25][C:21]1[CH:22]=[CH:23][CH:24]=[C:19]([O:18][CH3:17])[CH:20]=1)[CH3:30])[CH2:2][C:3](=[O:4])[CH3:5] |f:1.2,4.5,8.9|. Procedure details: 9.86 Grams of methyl acetoacetate were dissolved in 15 ml of water, and 12.67 g of a 30% aqueous sodium hydroxide solution was added thereto by drops while cooling the mixture to 25° C. or less. After having been stirred at 30°-35° C. for 3 hours, the mixture was adjusted to pH 7.0 with a concentrated aqueous hydrochloric acid solution. Thereafter, 0.74 g of potassium acetate and 2.42 g of tetrabutylammonium bromide were added thereto, and then an additional concentrated aqueous hydrochloric aci... The reactants are product, C(C)(C)(C)OC(NC1=CC=C(C=C1)SC1=C(C=C(C=C1)S(NC1=CC=C(C=C1)Br)(=O)=O)N)=O ({4-[2-Amino-4-(4-bromo-phenylsulfamoyl)-phenylsulfanyl]-phenyl}-carbamic acid tert-butyl ester), C(#N)C=1C(=NC(=CC1)C)N=CN(C)C (N′-(3-Cyano-6-methyl-pyridin-2-yl)-N,N-dimethyl-formamidine), C(#N)C=1C(=NC(=CC1)C)N=CN(C)C (N′-(3-Cyano-6-methyl-pyridin-2-yl)-N,N-dimethyl-formamidine). Yields the product C(C)(C)(C)OC(NC1=CC=C(C=C1)SC1=C(C=C(C=C1)S(NC1=CC=C(C=C1)Br)(=O)=O)NC=1C2=C(N=CN1)N=C(C=C2)C)=O ({4-[4-(4-Bromo-phenylsulfamoyl)-2-(7-methyl-pyrido[2,3-d]pyrimidin-4-ylamino)-phenylsulfanyl]-phenyl}-carbamic acid tert-butyl ester). As a reaction SMILES: [C:1]([O:5][C:6](=[O:33])[NH:7][C:8]1[CH:13]=[CH:12][C:11]([S:14][C:15]2[CH:20]=[CH:19][C:18]([S:21](=[O:31])(=[O:30])[NH:22][C:23]3[CH:28]=[CH:27][C:26]([Br:29])=[CH:25][CH:24]=3)=[CH:17][C:16]=2[NH2:32])=[CH:10][CH:9]=1)([CH3:4])([CH3:3])[CH3:2].C([C:36]1[C:37]([N:43]=[CH:44][N:45]([CH3:47])C)=[N:38][C:39]([CH3:42])=[CH:40][CH:41]=1)#N>>[C:1]([O:5][C:6](=[O:33])[NH:7][C:8]1[CH:13]=[CH:12][C:11]([S:14][C:15]2[CH:20]=[CH:19][C:18]([S:21](=[O:30])(=[O:31])[NH:22][C:23]3[CH:28]=[CH:27][C:26]([Br:29])=[CH:25][CH:24]=3)=[CH:17][C:16]=2[NH:32][C:47]2[C:36]3[CH:41]=[CH:40][C:39]([CH3:42])=[N:38][C:37]=3[N:43]=[CH:44][N:45]=2)=[CH:10][CH:9]=1)([CH3:4])([CH3:2])[CH3:3]. Procedure details: The product from Example 458D was reacted with the product from Example 9B using the procedure described in Example 458E substituting the product from Example 9B for the product from Example 8E to provide {4-[4-(4-Bromo-phenylsulfamoyl)-2-(7-methyl-pyrido[2,3-d]pyrimidin-4-ylamino)-phenylsulfanyl]-phenyl}-carbamic acid tert-butyl ester which was deprotected according to the procedure described in Example 458F, followed by silica gel chromatography provided the title compound as a trifluoroacetic... The reactants are C=O, CCO, O=CO, COC(=O)CC1CN(S(=O)(=O)c2ccc3cc(Cl)ccc3c2)CC(=O)N1NC1CCN(c2ccnc(C)c2)CC1, [Na+], [OH-]. Yields the product COC(=O)CC1CN(S(=O)(=O)c2ccc3cc(Cl)ccc3c2)CC(=O)N1N(C)C1CCN(c2ccnc(C)c2)CC1. Reaction SMILES: [CH2:46]=[O:47].[CH3:43][CH2:44][OH:45].[CH:48]([OH:49])=[O:50].[Cl:1][c:2]1[cH:3][c:4]2[cH:5][cH:6][c:7]([S:12](=[O:13])(=[O:14])[N:15]3[CH2:16][CH:17]([CH2:36][C:37](=[O:38])[O:39][CH3:40])[N:18]([NH:22][CH:23]4[CH2:24][CH2:25][N:26]([c:29]5[cH:30][c:31]([CH3:35])[n:32][cH:33][cH:34]5)[CH2:27][CH2:28]4)[C:19](=[O:21])[CH2:20]3)[cH:8][c:9]2[cH:10][cH:11]1.[Na+:42].[OH-:41]>>[Cl:1][c:2]1[cH:3][c:4]2[cH:5][cH:6][c:7]([S:12](=[O:13])(=[O:14])[N:15]3[CH2:16][CH:17]([CH2:36][C:37](=[O:38])[O:39][CH3:40])[N:18]([N:22]([CH:23]4[CH2:24][CH2:25][N:26]([c:29]5[cH:30][c:31]([CH3:35])[n:32][cH:33][cH:34]5)[CH2:27][CH2:28]4)[CH3:43])[C:19](=[O:21])[CH2:20]3)[cH:8][c:9]2[cH:10][cH:11]1.